The task is: describe an organic reaction: reactants, conditions, products, and yield. This data is from the Open Reaction Database (ORD), a public repository of structured organic reaction records. The reactants are C(C)OC(CC1=CC(=CC=C1)OC1=C(C=C(C=C1)B1OC(C(O1)(C)C)(C)C)CN1C(O[C@@H]([C@@H]1C)C1=CC=CC=C1)=O)=O ({3-[2-((4S,5R)-4-methyl-2-oxo-5-phenyl-oxazolidin-3-ylmethyl)-4-(4,4,5,5-tetramethyl-[1,3,2]dioxaborolan-2-yl)-phenoxy]-phenyl}-acetic acid ethyl ester), BrC=1SC=CN1 (2-bromothiazole). Yields the product C(C)OC(CC1=CC(=CC=C1)OC1=C(C=C(C=C1)C=1SC=CN1)CN1C(O[C@@H]([C@@H]1C)C1=CC=CC=C1)=O)=O ({3-[2-((4S,5R)-4-Methyl-2-oxo-5-phenyl-oxazolidin-3-ylmethyl)-4-thiazol-2-yl-phenoxy]-phenyl}-acetic acid ethyl ester). RXN SMILES: [CH2:1]([O:3][C:4](=[O:42])[CH2:5][C:6]1[CH:11]=[CH:10][CH:9]=[C:8]([O:12][C:13]2[CH:18]=[CH:17][C:16](B3OC(C)(C)C(C)(C)O3)=[CH:15][C:14]=2[CH2:28][N:29]2[C@@H:33]([CH3:34])[C@@H:32]([C:35]3[CH:40]=[CH:39][CH:38]=[CH:37][CH:36]=3)[O:31][C:30]2=[O:41])[CH:7]=1)[CH3:2].Br[C:44]1[S:45][CH:46]=[CH:47][N:48]=1>>[CH2:1]([O:3][C:4](=[O:42])[CH2:5][C:6]1[CH:11]=[CH:10][CH:9]=[C:8]([O:12][C:13]2[CH:18]=[CH:17][C:16]([C:44]3[S:45][CH:46]=[CH:47][N:48]=3)=[CH:15][C:14]=2[CH2:28][N:29]2[C@@H:33]([CH3:34])[C@@H:32]([C:35]3[CH:40]=[CH:39][CH:38]=[CH:37][CH:36]=3)[O:31][C:30]2=[O:41])[CH:7]=1)[CH3:2]. Procedure: Prepared according to the procedure described in Example 19, Step 3, using the following starting materials: {3-[2-((4S,5R)-4-methyl-2-oxo-5-phenyl-oxazolidin-3-ylmethyl)-4-(4,4,5,5-tetramethyl-[1,3,2]dioxaborolan-2-yl)-phenoxy]-phenyl}-acetic acid ethyl ester and 2-bromothiazole. Reactants: CC(C)(C)O, O=C(O)C(F)(F)F, CCOC(=O)C1=COc2ccc(O)cc2O1. Yields the product CCOC(=O)C1=COc2cc(C(C)(C)C)c(O)cc2O1. RXN SMILES: [CH3:1][C:2]([CH3:3])([CH3:4])[OH:5].[OH:22][C:23]([C:24]([F:25])([F:26])[F:27])=[O:28].[OH:6][c:7]1[cH:8][cH:9][c:10]2[c:11]([cH:21]1)[O:12][C:13]([C:16](=[O:17])[O:18][CH2:19][CH3:20])=[CH:14][O:15]2>>[CH3:1][C:2]([CH3:3])([CH3:4])[c:8]1[c:7]([OH:6])[cH:21][c:11]2[c:10]([cH:9]1)[O:15][CH:14]=[C:13]([C:16](=[O:17])[O:18][CH2:19][CH3:20])[O:12]2.